Task: describe an organic reaction: reactants, conditions, products, and yield. Dataset: the Open Reaction Database (ORD), a public repository of structured organic reaction records Reactants: OC=1C=NC=CC1 (3-hydroxypyridine), [H-].[Na+] (sodium hydride), [OH-].[Na+] (NaOH), BrC1COC2=CC=C(C=C2C1=O)OC (3-bromo-6-methoxy-4-chromanone). Solvent: CN(C=O)C (dimethylformamide), C(C)(=O)OCC.C(Cl)Cl (ethyl acetate CH2Cl2), O (H2O). Reaction conditions: time 30 minute. The product is COC=1C=C2C(C(COC2=CC1)OC=1C=NC=CC1)=O (6-Methoxy-3-(3-pyridyloxy)-4-chromanone). The yield is 3.6%. RXN SMILES: [OH:1][C:2]1[CH:3]=[N:4][CH:5]=[CH:6][CH:7]=1.[H-].[Na+].Br[CH:11]1[C:20](=[O:21])[C:19]2[C:14](=[CH:15][CH:16]=[C:17]([O:22][CH3:23])[CH:18]=2)[O:13][CH2:12]1.[OH-].[Na+]>CN(C)C=O.O.C(OCC)(=O)C.C(Cl)Cl>[CH3:23][O:22][C:17]1[CH:18]=[C:19]2[C:14](=[CH:15][CH:16]=1)[O:13][CH2:12][CH:11]([O:1][C:2]1[CH:3]=[N:4][CH:5]=[CH:6][CH:7]=1)[C:20]2=[O:21] |f:1.2,4.5,8.9|. Procedure details: To a room temperature solution of 3-hydroxypyridine (7.55 g, 0.0778 mol) in dimethylformamide (400 ml) was added in portions 3.74 g (0.0780 mol) of 50% sodium hydride. The mixture was stirred at room temperature for 30 minutes, followed by the addition of 20.0 g (0.0778 mol) of 3-bromo-6-methoxy-4-chromanone all at once. The resulting red-orange mixture was stirred at room temperature for 1 hour, after which tlc (20% ethyl acetate/CH2Cl2) indicated complete conversion of starting material to the... The reactants are C1COCCO1, CC(C)(C)[O-], CC1(C)c2cccc(P(c3ccccc3)c3ccccc3)c2Oc2c(P(c3ccccc3)c3ccccc3)cccc21, Ic1ccc(OCCCN2CCCCC2)cc1, c1ccc2c(c1)COC21CCNCC1, [Na+], O=C(C=Cc1ccccc1)C=Cc1ccccc1, O=C(C=Cc1ccccc1)C=Cc1ccccc1, O=C(C=Cc1ccccc1)C=Cc1ccccc1, [Pd], [Pd]. Product: c1ccc2c(c1)COC21CCN(c2ccc(OCCCN3CCCCC3)cc2)CC1. As a reaction SMILES: [CH2:80]1[O:81][CH2:82][CH2:83][O:84][CH2:85]1.[CH3:32][C:33]([CH3:34])([O-:35])[CH3:36].[CH3:38][C:39]1([CH3:40])[c:41]2[cH:42][cH:43][cH:44][c:45]([P:46]([c:47]3[cH:48][cH:49][cH:50][cH:51][cH:52]3)[c:53]3[cH:54][cH:55][cH:56][cH:57][cH:58]3)[c:59]2[O:60][c:61]2[c:62]1[cH:63][cH:64][cH:65][c:66]2[P:67]([c:68]1[cH:69][cH:70][cH:71][cH:72][cH:73]1)[c:74]1[cH:75][cH:76][cH:77][cH:78][cH:79]1.[I:15][c:16]1[cH:17][cH:18][c:19]([O:20][CH2:21][CH2:22][CH2:23][N:24]2[CH2:25][CH2:26][CH2:27][CH2:28][CH2:29]2)[cH:30][cH:31]1.[NH:1]1[CH2:2][CH2:3][C:4]2([O:5][CH2:6][c:7]3[c:8]2[cH:9][cH:10][cH:11][cH:12]3)[CH2:13][CH2:14]1.[Na+:37].[O:106]=[C:107]([CH:108]=[CH:109][c:110]1[cH:111][cH:112][cH:113][cH:114][cH:115]1)[CH:116]=[CH:117][c:118]1[cH:119][cH:120][cH:121][cH:122][cH:123]1.[O:124]=[C:125]([CH:126]=[CH:127][c:128]1[cH:129][cH:130][cH:131][cH:132][cH:133]1)[CH:134]=[CH:135][c:136]1[cH:137][cH:138][cH:139][cH:140][cH:141]1.[O:88]=[C:89]([CH:90]=[CH:91][c:92]1[cH:93][cH:94][cH:95][cH:96][cH:97]1)[CH:98]=[CH:99][c:100]1[cH:101][cH:102][cH:103][cH:104][cH:105]1.[Pd:86].[Pd:87]>>[N:1]1([c:16]2[cH:17][cH:18][c:19]([O:20][CH2:21][CH2:22][CH2:23][N:24]3[CH2:25][CH2:26][CH2:27][CH2:28][CH2:29]3)[cH:30][cH:31]2)[CH2:2][CH2:3][C:4]2([O:5][CH2:6][c:7]3[c:8]2[cH:9][cH:10][cH:11][cH:12]3)[CH2:13][CH2:14]1. Reactants: NC1=C(C(=NN1C(=O)OC(C)(C)C)C1=CC=C(OCC2=CC=C(C=C2)C2=C(N=C(S2)N2CC3=C(C=CC=C3CC2)C(N(COCC[Si](C)(C)C)C=2SC3=C(N2)C=CC=C3)=O)C(=O)OCC)C=C1)C#N (ethyl 5-(4-((4-(5-amino-1-(tert-butoxycarbonyl)-4-cyano-1H-pyrazol-3-yl)phenoxy)methyl)phenyl)-2-(8-(benzo[d]thiazol-2-yl((2-(trimethylsilyl)ethoxy)methyl)carbamoyl)-3,4-dihydroisoquinolin-2(1H)-yl)thiazole-4-carboxylate), CN1CCN(CC1)C1=CC=C(C=C1)O (4-(4-methylpiperazin-1-yl)phenol), H2O NH4, NC1=C(C(=NN1C(=O)OC(C)(C)C)C1=CC=C(C=C1)O)C#N (tert-butyl 5-amino-4-cyano-3-(4-hydroxyphenyl)-1H-pyrazole-1-carboxylate), OCCCC=1C(=NC(=CC1)N1CC2=C(C=CC=C2CC1)C(\N=C\1/SC2=C(N1COCC[Si](C)(C)C)C=CC=C2)=O)C(=O)OC(C)(C)C ((Z)-tert-butyl 3-(3-hydroxypropyl)-6-(8-(3-((2-(trimethylsilyl)ethoxy)methyl)benzo[d]thiazol-2(3H)-ylidenecarbamoyl)-3,4-dihydroisoquinolin-2(1H)-yl)picolinate). The product is S1C(=NC2=C1C=CC=C2)N(C(=O)C=2C=CC=C1CCN(CC21)C2=CC=C(C(=N2)C(=O)OC(C)(C)C)CCCOC2=CC=C(C=C2)N2CCN(CC2)C)COCC[Si](C)(C)C (tert-butyl 6-(8-(benzo[d]thiazol-2-yl((2-(trimethylsilyl)ethoxy)methyl)carbamoyl)-3,4-dihydroisoquinolin-2(1H)-yl)-3-(3-(4-(4-methylpiperazin-1-yl)phenoxy)propyl)picolinate). As a reaction SMILES: NC1N(C(OC(C)(C)C)=O)N=C(C2C=CC(OCC3C=CC(C4SC(N5CCC6C(=C(C(=O)N(C7SC8C=CC=CC=8N=7)[CH2:43][O:44][CH2:45][CH2:46][Si:47]([CH3:50])([CH3:49])[CH3:48])C=CC=6)C5)=NC=4C(OCC)=O)=CC=3)=CC=2)C=1C#N.NC1N(C(OC(C)(C)C)=O)N=C(C2C=CC(O)=CC=2)C=1C#N.[OH:92][CH2:93][CH2:94][CH2:95][C:96]1[C:97]([C:132]([O:134][C:135]([CH3:138])([CH3:137])[CH3:136])=[O:133])=[N:98][C:99]([N:102]2[CH2:111][CH2:110][C:109]3[C:104](=[C:105]([C:112](=[O:131])/[N:113]=[C:114]4\[S:115][C:116]5[CH:130]=[CH:129][CH:128]=[CH:127][C:117]=5[N:118]\4COCC[Si](C)(C)C)[CH:106]=[CH:107][CH:108]=3)[CH2:103]2)=[CH:100][CH:101]=1.[CH3:139][N:140]1[CH2:145][CH2:144][N:143]([C:146]2[CH:151]=[CH:150][C:149](O)=[CH:148][CH:147]=2)[CH2:142][CH2:141]1>>[S:115]1[C:116]2[CH:130]=[CH:129][CH:128]=[CH:127][C:117]=2[N:118]=[C:114]1[N:113]([CH2:43][O:44][CH2:45][CH2:46][Si:47]([CH3:50])([CH3:49])[CH3:48])[C:112]([C:105]1[CH:106]=[CH:107][CH:108]=[C:109]2[C:104]=1[CH2:103][N:102]([C:99]1[N:98]=[C:97]([C:132]([O:134][C:135]([CH3:137])([CH3:136])[CH3:138])=[O:133])[C:96]([CH2:95][CH2:94][CH2:93][O:92][C:149]3[CH:150]=[CH:151][C:146]([N:143]4[CH2:144][CH2:145][N:140]([CH3:139])[CH2:141][CH2:142]4)=[CH:147][CH:148]=3)=[CH:101][CH:100]=1)[CH2:111][CH2:110]2)=[O:131]. Procedure details: The title compound 94G was prepared in a similar manner to the synthesis of compound 35A by substituting compound 34D and compound 31F with compound 94F and compound 82A, respectively: ESI (+)LC/MS: 849 (M+H2O—NH4)+. The reactants are CSc1sc(C(=N)NC(=O)OC(C)(C)C)cc1S(=O)(=O)c1cccc(Br)c1, [Li]CCCC, CCOC(C)=O, COB(OC)OC, Cc1cccc(CO)c1I, [Na+], [Na+], O=C([O-])[O-], [Pd], c1ccc(P(c2ccccc2)c2ccccc2)cc1, c1ccc(P(c2ccccc2)c2ccccc2)cc1, c1ccc(P(c2ccccc2)c2ccccc2)cc1, c1ccc(P(c2ccccc2)c2ccccc2)cc1. The product is CSc1sc(C(=N)NC(=O)OC(C)(C)C)cc1S(=O)(=O)c1cccc(-c2c(C)cccc2CO)c1. Reaction SMILES: [C:29]([CH3:30])([CH3:31])([CH3:32])[O:33][C:34]([NH:35][C:36](=[NH:37])[c:38]1[s:39][c:40]([S:53][CH3:54])[c:41]([S:43](=[O:44])(=[O:45])[c:46]2[cH:47][c:48]([Br:52])[cH:49][cH:50][cH:51]2)[cH:42]1)=[O:55].[CH2:1]([Li:2])[CH2:3][CH2:4][CH3:5].[CH3:133][CH2:134][O:135][C:136](=[O:137])[CH3:138].[CH3:16][O:17][B:18]([O:19][CH3:20])[O:21][CH3:22].[I:6][c:7]1[c:8]([CH2:14][OH:15])[cH:9][cH:10][cH:11][c:12]1[CH3:13].[Na+:23].[Na+:24].[O-:25][C:26](=[O:27])[O-:28].[Pd:56].[c:114]1([P:115]([c:116]2[cH:117][cH:118][cH:119][cH:120][cH:121]2)[c:122]2[cH:123][cH:124][cH:125][cH:126][cH:127]2)[cH:128][cH:129][cH:130][cH:131][cH:132]1.[c:57]1([P:58]([c:59]2[cH:60][cH:61][cH:62][cH:63][cH:64]2)[c:65]2[cH:66][cH:67][cH:68][cH:69][cH:70]2)[cH:71][cH:72][cH:73][cH:74][cH:75]1.[c:76]1([P:77]([c:78]2[cH:79][cH:80][cH:81][cH:82][cH:83]2)[c:84]2[cH:85][cH:86][cH:87][cH:88][cH:89]2)[cH:90][cH:91][cH:92][cH:93][cH:94]1.[c:95]1([P:96]([c:97]2[cH:98][cH:99][cH:100][cH:101][cH:102]2)[c:103]2[cH:104][cH:105][cH:106][cH:107][cH:108]2)[cH:109][cH:110][cH:111][cH:112][cH:113]1>>[c:7]1(-[c:48]2[cH:47][c:46]([S:43]([c:41]3[c:40]([S:53][CH3:54])[s:39][c:38]([C:36]([NH:35][C:34]([O:33][C:29]([CH3:30])([CH3:31])[CH3:32])=[O:55])=[NH:37])[cH:42]3)(=[O:44])=[O:45])[cH:51][cH:50][cH:49]2)[c:8]([CH2:14][OH:15])[cH:9][cH:10][cH:11][c:12]1[CH3:13]. The reactants are C1(CCCCC1)N=C=NC1CCCCC1 (dicyclohexylcarbodiimide), CN([C@@H](C)C(=O)O)C(CCSSC)=O (N-methyl-N-(methyl dithiopropanoyl)-L-alanine), CC1C2CC(C(/C=C/C=C(/CC3=CC(=C(C(=C3)OC)Cl)N(C(=O)CC(C4(C1O4)C)O)C)\C)OC)(NC(=O)O2)O (maytansinol). The reagents and catalysts are [Cl-].[Zn+2].[Cl-] (zinc chloride), [Cl-].[Zn+2].[Cl-] (zinc chloride). The solvent is C(Cl)Cl (CH2Cl2), C(Cl)Cl (CH2Cl2). Reaction conditions: time 30 minute. The product is C[C@@H]1[C@@H]2C[C@]([C@@H](/C=C/C=C(/CC3=CC(=C(C(=C3)OC)Cl)N(C(=O)C[C@@H]([C@]4([C@H]1O4)C)OC(=O)[C@H](C)N(C)C(=O)C)C)\C)OC)(NC(=O)O2)O (maytansine). Isolated yield 17.3%. RXN SMILES: [CH3:1][N:2]([C:8](=[O:14])[CH2:9]CSSC)[C@H:3]([C:5]([OH:7])=[O:6])[CH3:4].C1(N=C=NC2CCCCC2)CCCCC1.[CH3:30][CH:31]1[CH:56]2[O:57][C:55]2([CH3:58])[CH:54](O)[CH2:53][C:51](=[O:52])[N:50]([CH3:60])[C:43]2=[C:44]([Cl:49])[C:45]([O:47][CH3:48])=[CH:46][C:41](=[CH:42]2)[CH2:40][C:39]([CH3:61])=[CH:38][CH:37]=[CH:36][CH:35]([O:62][CH3:63])[C:34]2([OH:68])[NH:64][C:65]([O:67][CH:32]1[CH2:33]2)=[O:66]>C(Cl)Cl.[Cl-].[Zn+2].[Cl-]>[CH3:30][C@H:31]1[C@@H:56]2[O:57][C@@:55]2([CH3:58])[C@@H:54]([O:7][C:5]([C@@H:3]([N:2]([C:8]([CH3:9])=[O:14])[CH3:1])[CH3:4])=[O:6])[CH2:53][C:51](=[O:52])[N:50]([CH3:60])[C:43]2=[C:44]([Cl:49])[C:45]([O:47][CH3:48])=[CH:46][C:41](=[CH:42]2)[CH2:40][C:39]([CH3:61])=[CH:38][CH:37]=[CH:36][C@@H:35]([O:62][CH3:63])[C@:34]2([OH:68])[NH:64][C:65]([O:67][C@H:32]1[CH2:33]2)=[O:66] |f:4.5.6|. Procedure: N-methyl-N-(methyl dithiopropanoyl)-L-alanine (26 mg) prepared by a different process in accordance with a reference was dissolved in 3 ml of CH2Cl2, 30 mg of dicyclohexylcarbodiimide (2 equivalent amounts) and 20 μl of 1M zinc chloride (1 equivalent amount) were added thereto, and the mixture was stirred at room temperature for 30 minutes. Since the reaction did not proceed under this condition, the amount of 1M zinc chloride added was changed to 100 μl (5 equivalent amounts), and the mixture w... Reactants: C(C)(=O)OCC (ethyl acetate), [Se]=O (Selenium oxide), C(=O)NC1=NC=CC(=N1)CC(=O)OC (methyl 2-(2-formamidopyrimidin-4-yl)acetate), resultant solution. The solvent is O1CCOCC1 (dioxane). Yields the product C(=O)NC1=NC=CC(=N1)C(C(=O)OC)=O (methyl 2-(2-formamidopyrimidin-4-yl)glyoxylate). RXN SMILES: [Se]=O.[CH:3]([NH:5][C:6]1[N:11]=[C:10]([CH2:12][C:13]([O:15][CH3:16])=[O:14])[CH:9]=[CH:8][N:7]=1)=[O:4].C(OCC)(=[O:19])C>O1CCOCC1>[CH:3]([NH:5][C:6]1[N:11]=[C:10]([C:12](=[O:19])[C:13]([O:15][CH3:16])=[O:14])[CH:9]=[CH:8][N:7]=1)=[O:4]. Reported procedure: Selenium oxide (9.92 g.) was added to a solution of methyl 2-(2-formamidopyrimidin-4-yl)acetate (14.52 g.) in dioxane (200 ml.) at 90° to 95° C. over 20 minutes, and stirred at the same temperature for an hour. After cooling the resultant solution, the solution was filtered through a column packed with silica gel (20 g.), washed with dioxane and concentrated under reduced pressure. The residue was dissolved in acetone and filtered, and then the filtrate was concentrated under reduced pressure. T... Starting materials: [H-].[Na+] (sodium hydride), NC=1C=C(C=CC1OC)CCNC(C(F)(F)F)=O (N-[2-[3-Amino-4-methoxyphenyl]ethyl]-2,2,2-trifluoro acetamide), BrCCCCCCN(C(C(F)(F)F)=O)CCC1=CC=CC=C1 (N-(6-bromohexyl)-2,2,2-trifluoro-N-(2-phenylethyl)acetamide). Run in CN(C=O)C (dimethylformamide), CN(C=O)C (dimethylformamide). Reaction conditions: time 4 hour. Yields the product NC=1C=C(C=CC1OC)CCN(C(C(F)(F)F)=O)CCCCCCN(C(C(F)(F)F)=O)CCC1=CC=CC=C1 (N-[2-(3-amino-4-methoxyphenyl)ethyl]-N'-(2-phenylethyl)-1,6-hexanediylbis (2,2,2-trifluoroacetamide)). Yield: 55.2%. RXN SMILES: [NH2:1][C:2]1[CH:3]=[C:4]([CH2:10][CH2:11][NH:12][C:13](=[O:18])[C:14]([F:17])([F:16])[F:15])[CH:5]=[CH:6][C:7]=1[O:8][CH3:9].[H-].[Na+].Br[CH2:22][CH2:23][CH2:24][CH2:25][CH2:26][CH2:27][N:28]([CH2:35][CH2:36][C:37]1[CH:42]=[CH:41][CH:40]=[CH:39][CH:38]=1)[C:29](=[O:34])[C:30]([F:33])([F:32])[F:31]>CN(C)C=O>[NH2:1][C:2]1[CH:3]=[C:4]([CH2:10][CH2:11][N:12]([CH2:22][CH2:23][CH2:24][CH2:25][CH2:26][CH2:27][N:28]([CH2:35][CH2:36][C:37]2[CH:38]=[CH:39][CH:40]=[CH:41][CH:42]=2)[C:29](=[O:34])[C:30]([F:33])([F:32])[F:31])[C:13](=[O:18])[C:14]([F:15])([F:16])[F:17])[CH:5]=[CH:6][C:7]=1[O:8][CH3:9] |f:1.2|. Procedure: N-[2-[3-Amino-4-methoxyphenyl]ethyl]-2,2,2-trifluoro acetamide (2.62 g, 0.01 moles) in dry dimethylformamide (50 ml) was added dropwise with stirring to sodium hydride (0.3 g., 80% oil dispersion, 0.01 moles) in dry dimethylformamide (50 ml) under nitrogen. The solution was warmed at 60° for 30 min then cooled and N-(6-bromohexyl)-2,2,2-trifluoro-N-(2-phenylethyl)acetamide (3.80 g., 0.01 mole) was added. The solution was stirred for 4 hours then quenched with water and extracted with ethyl aceta... Starting materials: S1CNC2=C1C=CC=C2 (2,3-dihydro-1,3-benzothiazole), NC1=C(C=CC=C1)S (2-aminobenzenethiol), C=O (formalin), COC1=C(C=C(C(=O)Cl)C=C1C(F)(F)F)C(=O)N1CCCC1 (4-methoxy-3-(pyrrolidine-1-carbonyl)-5-trifluoromethylbenzoyl chloride). Run in C(Cl)(Cl)Cl (chloroform), C(C)N(CC)CC (triethylamine). Reaction conditions: time 2 hour. Yields the product COC1=C(C=C(C(=O)N2CSC3=C2C=CC=C3)C=C1C(F)(F)F)C(=O)N1CCCC1 (3-[4-methoxy-3-(pyrrolidine-1-carbonyl)-5-trifluoromethylbenzoyl]-2,3-dihydro-1,3-benzothiazole). Reaction SMILES: [S:1]1[C:5]2[CH:6]=[CH:7][CH:8]=[CH:9][C:4]=2[NH:3][CH2:2]1.NC1C=CC=CC=1S.C=O.[CH3:20][O:21][C:22]1[C:30]([C:31]([F:34])([F:33])[F:32])=[CH:29][C:25]([C:26](Cl)=[O:27])=[CH:24][C:23]=1[C:35]([N:37]1[CH2:41][CH2:40][CH2:39][CH2:38]1)=[O:36]>C(Cl)(Cl)Cl.C(N(CC)CC)C>[CH3:20][O:21][C:22]1[C:30]([C:31]([F:34])([F:33])[F:32])=[CH:29][C:25]([C:26]([N:3]2[C:4]3[CH:9]=[CH:8][CH:7]=[CH:6][C:5]=3[S:1][CH2:2]2)=[O:27])=[CH:24][C:23]=1[C:35]([N:37]1[CH2:41][CH2:40][CH2:39][CH2:38]1)=[O:36]. Reported procedure: 2,3-dihydro-1,3-benzothiazole synthesized from 2-aminobenzenethiol (464 mg) and 37% formalin (0.31 mL) in the same manner as in Example 1 was dissolved in chloroform (10 mL), and triethylamine (1.03 mL) and 4-methoxy-3-(pyrrolidine-1-carbonyl)-5-trifluoromethylbenzoyl chloride were added to the solution, and then the mixture was stirred at room temperature for 2 hours. The solvent was distilled off under reduced pressure and water was added, and then the mixture was extracted with ethyl acetate.... The reactants are [OH-].[Li+] (lithium hydroxide), CC1(OC(C(C(O1)=O)(CC1=CC=C(C=C1)[N+](=O)[O-])CC1=CC=C(C=C1)[N+](=O)[O-])=O)C (2,2-dimethyl-5,5-bis(4-nitrobenzyl)-1,3-dioxane-4,6-dione), mixture, O1CCCC1.O (tetrahydrofurane water), Cl (hydrochloric acid). Run in O (water). Product: [N+](=O)([O-])C1=CC=C(CC(C(=O)O)(C(=O)O)CC2=CC=C(C=C2)[N+](=O)[O-])C=C1 (2,2-bis(4-nitrobenzyl)malonic acid). As a reaction SMILES: [OH-].[Li+].CC1(C)[O:9][C:8](=[O:10])[C:7]([CH2:21][C:22]2[CH:27]=[CH:26][C:25]([N+:28]([O-:30])=[O:29])=[CH:24][CH:23]=2)([CH2:11][C:12]2[CH:17]=[CH:16][C:15]([N+:18]([O-:20])=[O:19])=[CH:14][CH:13]=2)[C:6](=[O:31])[O:5]1.O1CCCC1.O.Cl>O>[N+:18]([C:15]1[CH:14]=[CH:13][C:12]([CH2:11][C:7]([CH2:21][C:22]2[CH:27]=[CH:26][C:25]([N+:28]([O-:30])=[O:29])=[CH:24][CH:23]=2)([C:6]([OH:31])=[O:5])[C:8]([OH:10])=[O:9])=[CH:17][CH:16]=1)([O-:20])=[O:19] |f:0.1,3.4|. Reported procedure: 2.185 g (52.07 mmol) of lithium hydroxide are added to a suspension of 10.79 g (26.04 mmol) of 2,2-dimethyl-5,5-bis(4-nitrobenzyl)-1,3-dioxane-4,6-dione and 110 ml mixture of tetrahydrofurane:water 9:1. The mixture is subsequently allowed to react for 21.5 hours at 25° C., added to 500 ml water and acidified to pH=1 with 20 ml hydrochloric acid 3N. The mixture is partitioned between water and ethyl acetate; the organic phase is washed repeatedly with water, dried over sodium sulfate, filtered an... Starting materials: C(C)OC(=O)C1(C(C2=CC(=C(C(=C2CC1)Cl)OC)F)=O)CCCC (2-butyl-5-chloro-7-fluoro-6-methoxy-1-oxo-1,2,3,4-tetrahydro-naphthalene-2-carboxylic acid ethyl ester), Cl (HCl). The solvent is CC(=O)O (AcOH). Reaction conditions: temperature 80 celsius, time 75 minute. Product: C(CCC)C1C(C2=CC(=C(C(=C2CC1)Cl)OC)F)=O (2-butyl-5-chloro-7-fluoro-6-methoxy-3,4-dihydro-2H-naphthalen-1-one). RXN SMILES: C(OC([C:6]1([CH2:21][CH2:22][CH2:23][CH3:24])[CH2:15][CH2:14][C:13]2[C:8](=[CH:9][C:10]([F:19])=[C:11]([O:17][CH3:18])[C:12]=2[Cl:16])[C:7]1=[O:20])=O)C.Cl>CC(O)=O>[CH2:21]([CH:6]1[CH2:15][CH2:14][C:13]2[C:8](=[CH:9][C:10]([F:19])=[C:11]([O:17][CH3:18])[C:12]=2[Cl:16])[C:7]1=[O:20])[CH2:22][CH2:23][CH3:24]. Procedure details: 2-butyl-5-chloro-7-fluoro-6-methoxy-1-oxo-1,2,3,4-tetrahydro-naphthalene-2-carboxylic acid ethyl ester (263 mg, 0.74 mmol) was dissolved in AcOH (6 mL) then treated with 6N HCl (6 mL). This solution was heated with stirring at 80° C. for 75 minutes, then at 100° C. for 2 hours. After cooling to room temperature the mixture was partitioned between EtOAc/5% NaHCO3. The organic phase was washed with brine, dried over MgSO4, filtered and evaporated under vacuum. Two successive purifications of the c...